From a dataset of the Open Reaction Database (ORD), a public repository of structured organic reaction records. describe an organic reaction: reactants, conditions, products, and yield Reactants: C(C)(C)(C)OC(=O)N1CC=2N(CC1)C(=NC2C(C)=O)C(F)(F)F (1-acetyl-3-trifluoromethyl-5,6-dihydro-8H-imidazo[1,5-a]pyrazine-7-carboxylic acid tert-butyl ester), Cl (hydrochloric acid). Run in C(C)(=O)OCC (ethyl acetate), C(C)(=O)OCC (ethyl acetate). The product is FC(C1=NC(=C2N1CCNC2)C(C)=O)(F)F (1-(3-trifluoromethyl-5,6,7,8-tetrahydro-imidazo[1,5-a]pyrazin-1-yl)-ethanone). As a reaction SMILES: C(OC([N:8]1[CH2:13][CH2:12][N:11]2[C:14]([C:20]([F:23])([F:22])[F:21])=[N:15][C:16]([C:17](=[O:19])[CH3:18])=[C:10]2[CH2:9]1)=O)(C)(C)C.Cl>C(OCC)(=O)C>[F:23][C:20]([F:21])([F:22])[C:14]1[N:11]2[CH2:12][CH2:13][NH:8][CH2:9][C:10]2=[C:16]([C:17](=[O:19])[CH3:18])[N:15]=1. Procedure details: 1-Acetyl-3-trifluoromethyl-5,6-dihydro-8H-imidazo[1,5-a]pyrazine-7-carboxylic acid tert-butyl ester 27f (0.24 g, 0.72 mmol) was dissolved in a little ethyl acetate. A solution of 2.7 N hydrochloric acid in 5 mL of ethyl acetate was then added. The reaction mixture was reacted at room temperature and monitored by thin layer chromatography until the disappearance of the starting materials. The reaction mixture was concentrated under reduced pressure to obtain the title compound 1-(3-trifluoromethy... Starting materials: 17.5, C(C)OCC1(CCN(CC1)CC1=CC=CC=C1)NC1=CC=CC=C1 (4-(ethoxymethyl)-N-phenyl-1-(phenylmethyl)-4-piperidinamine), C(CC)(=O)OC(CC)=O (propionic acid anhydride), [OH-].[NH4+] (ammonium hydroxide). Yields the product C(C(=O)O)(=O)O.C(C)OCC1(CCN(CC1)CC1=CC=CC=C1)N(C(CC)=O)C1=CC=CC=C1 (N-[4-(ethoxymethyl)-1-(phenylmethyl)-4-piperidinyl]-N-phenylpropanamide ethanedioate). As a reaction SMILES: [CH2:1]([O:3][CH2:4][C:5]1([NH:18][C:19]2[CH:24]=[CH:23][CH:22]=[CH:21][CH:20]=2)[CH2:10][CH2:9][N:8]([CH2:11][C:12]2[CH:17]=[CH:16][CH:15]=[CH:14][CH:13]=2)[CH2:7][CH2:6]1)[CH3:2].[C:25]([O:29][C:30](=[O:33])[CH2:31]C)(=[O:28])[CH2:26][CH3:27].[OH-:34].[NH4+]>>[C:30]([OH:29])(=[O:33])[C:31]([OH:3])=[O:34].[CH2:1]([O:3][CH2:4][C:5]1([N:18]([C:19]2[CH:24]=[CH:23][CH:22]=[CH:21][CH:20]=2)[C:25](=[O:28])[CH2:26][CH3:27])[CH2:6][CH2:7][N:8]([CH2:11][C:12]2[CH:13]=[CH:14][CH:15]=[CH:16][CH:17]=2)[CH2:9][CH2:10]1)[CH3:2] |f:2.3,4.5|. Reported procedure: A mixture of 17.5 parts of 4-(ethoxymethyl)-N-phenyl-1-(phenylmethyl)-4-piperidinamine and 36 parts of propionic acid anhydride is stirred and refluxed for 6 hours. The reaction mixture is poured onto ice-water and the whole is basified with ammonium hydroxide. The product is extracted with trichloromethane. The extract is washed with water, dried, filtered and evaporated. The residue is converted into the ethanedioate salt in 2-propanone. The salt is filtered off and crystallized from 2-propano... Starting materials: C(C=1C(O)=CC=CC1)=O (salicylaldehyde), NC1=CC=CC=C1 (aniline), C(C)O (ethanol). The reagents and catalysts are Cl (hydrochloric acid). The solvent is O (water). Yields the product C(C=1C(O)=CC=CC1)=NC1=CC=CC=C1 (N-salicylideneaniline). The yield is 42.7%. RXN SMILES: [CH:1](=O)[C:2]1[C:3](=[CH:5][CH:6]=[CH:7][CH:8]=1)[OH:4].[NH2:10][C:11]1[CH:16]=[CH:15][CH:14]=[CH:13][CH:12]=1.C(O)C>Cl.O>[CH:1](=[N:10][C:11]1[CH:16]=[CH:15][CH:14]=[CH:13][CH:12]=1)[C:2]1[C:3](=[CH:5][CH:6]=[CH:7][CH:8]=1)[OH:4]. Procedure details: To a mixture of salicylaldehyde (40 mL, 45.84 g, 375.37 mmol)) and aniline (22 mL, 31.72 g, 374.66 mmol), was added ethanol (90 mL), 8 drops of concentrated hydrochloric acid and water (10 mL). This reaction mixture was refluxed for one hour, allowed to cool to room temperature and left in the refrigerator over the weekend. A large quantity of orange solid was formed after 2 hours in the refrigerator. It was filtered off and washed with ethanol. Recrystallisation from ethanol afforded 31.53 g of... Reactants: [Al+3], O=C(Br)CBr, ClCCl, c1ccc(Cc2ccccc2)cc1, [Cl-], [Cl-], [Cl-]. Product: O=C(Br)Cc1ccc(Cc2ccccc2)cc1. As a reaction SMILES: [Al+3:20].[Br:1][CH2:2][C:3](=[O:4])[Br:5].[CH2:23]([Cl:24])[Cl:25].[CH2:6]([c:7]1[cH:8][cH:9][cH:10][cH:11][cH:12]1)[c:13]1[cH:14][cH:15][cH:16][cH:17][cH:18]1.[Cl-:19].[Cl-:21].[Cl-:22]>>[CH2:2]([C:3](=[O:4])[Br:5])[c:10]1[cH:9][cH:8][c:7]([CH2:6][c:13]2[cH:14][cH:15][cH:16][cH:17][cH:18]2)[cH:12][cH:11]1. Reactants: O=C(OCc1ccccc1)N1CCCC1C(=O)N1CCCC1C(O)CSc1ccccc1, CS(C)=O, CO, CCOC(C)=O, C(=NC1CCCCC1)=NC1CCCCC1, O, O=C(O)C(F)(F)F, O=C(O)C(=O)O, c1ccccc1, c1ccncc1. Product: O=C(CSc1ccccc1)C1CCCN1C(=O)C1CCCN1C(=O)OCc1ccccc1. RXN SMILES: [CH2:1]([c:2]1[cH:3][cH:4][cH:5][cH:6][cH:7]1)[O:8][C:9](=[O:10])[N:11]1[CH:12]([C:13](=[O:14])[N:15]2[CH:16]([CH:20]([CH2:21][S:22][c:23]3[cH:24][cH:25][cH:26][cH:27][cH:28]3)[OH:29])[CH2:17][CH2:18][CH2:19]2)[CH2:30][CH2:31][CH2:32]1.[CH3:61][S:62]([CH3:63])=[O:64].[CH3:71][OH:72].[CH3:74][CH2:75][O:76][C:77](=[O:78])[CH3:79].[CH:40]1([N:41]=[C:42]=[N:43][CH:44]2[CH2:45][CH2:46][CH2:47][CH2:48][CH2:49]2)[CH2:50][CH2:51][CH2:52][CH2:53][CH2:54]1.[OH2:73].[OH:33][C:34]([C:35]([F:36])([F:37])[F:38])=[O:39].[OH:55][C:56]([C:57](=[O:58])[OH:59])=[O:60].[cH:65]1[cH:66][cH:67][cH:68][cH:69][cH:70]1.[cH:80]1[cH:81][cH:82][n:83][cH:84][cH:85]1>>[CH2:1]([c:2]1[cH:3][cH:4][cH:5][cH:6][cH:7]1)[O:8][C:9](=[O:10])[N:11]1[CH:12]([C:13](=[O:14])[N:15]2[CH:16]([C:20]([CH2:21][S:22][c:23]3[cH:24][cH:25][cH:26][cH:27][cH:28]3)=[O:29])[CH2:17][CH2:18][CH2:19]2)[CH2:30][CH2:31][CH2:32]1. Product: COC1=C2C(N(C=NC2=CC(=C1)OC)C1=CC=C(C=C1)OC)=O (5,7-dimethoxy-3-(4-methoxyphenyl)-4(3H)-quinazolinone). Reactants: COC1=CC(=CC2=C1C(OC=N2)=O)OC (5,7-dimethoxy-3,1-benzoxazine-4-one), COC1=CC=C(C=C1)N (p-anisidine). Reaction SMILES: [CH3:1][O:2][C:3]1[C:8]2[C:9](=[O:13])O[CH:11]=[N:12][C:7]=2[CH:6]=[C:5]([O:14][CH3:15])[CH:4]=1.[CH3:16][O:17][C:18]1[CH:23]=[CH:22][C:21]([NH2:24])=[CH:20][CH:19]=1>C1(C)C(C)=CC=CC=1>[CH3:1][O:2][C:3]1[CH:4]=[C:5]([O:14][CH3:15])[CH:6]=[C:7]2[C:8]=1[C:9](=[O:13])[N:24]([C:21]1[CH:22]=[CH:23][C:18]([O:17][CH3:16])=[CH:19][CH:20]=1)[CH:11]=[N:12]2. Procedure details: A mixture of 200 mg (0.97 mmol) of the benzoxazinone prepared in Example 4 and 119 mg (0.97 mmol) of p-anisidine in 5 ml of xylene was refluxed for 4 hours. The solvent was removed and the target compound purified by flash chromatography on silica gel (loaded with CH2Cl2 and eluted with 40% EtOAc in hexane) to obtain 120 mg of 5,7-dimethoxy-3-(4-methoxyphenyl)-4(3H)-quinazolinone (40% yield) as a white solid. Isolated yield 39.6%. Run in C=1(C(=CC=CC1)C)C (xylene).